This data is from the Open Reaction Database (ORD), a public repository of structured organic reaction records. The task is: describe an organic reaction: reactants, conditions, products, and yield Starting materials: CCN=C=NCCCN(C)C, CN(C)C=O, CCOC(C)=O, Cl, O=C(O)c1ccc(F)c2ccccc12, CC1(C)COc2ccc(CC(N)C(O)c3cccc(Cl)c3)cc21, O, On1nnc2ccccc21. Yields the product CC1(C)COc2ccc(CC(NC(=O)c3ccc(F)c4ccccc34)C(O)c3cccc(Cl)c3)cc21. Reaction SMILES: [CH2:16]([N:17]=[C:18]=[N:19][CH2:20][CH2:21][CH2:22][N:23]([CH3:24])[CH3:25])[CH3:26].[CH3:61][N:62]([CH3:63])[CH:64]=[O:65].[CH3:66][CH2:67][O:68][C:69](=[O:70])[CH3:71].[ClH:15].[F:1][c:2]1[cH:3][cH:4][c:5]([C:12](=[O:13])[OH:14])[c:6]2[cH:7][cH:8][cH:9][cH:10][c:11]12.[NH2:38][CH:39]([CH:40]([OH:41])[c:42]1[cH:43][c:44]([Cl:48])[cH:45][cH:46][cH:47]1)[CH2:49][c:50]1[cH:51][cH:52][c:53]2[c:54]([cH:60]1)[C:55]([CH3:58])([CH3:59])[CH2:56][O:57]2.[OH2:27].[OH:28][n:29]1[c:30]2[cH:31][cH:32][cH:33][cH:34][c:35]2[n:36][n:37]1>>[F:1][c:2]1[cH:3][cH:4][c:5]([C:12](=[O:14])[NH:38][CH:39]([CH:40]([OH:41])[c:42]2[cH:43][c:44]([Cl:48])[cH:45][cH:46][cH:47]2)[CH2:49][c:50]2[cH:51][cH:52][c:53]3[c:54]([cH:60]2)[C:55]([CH3:58])([CH3:59])[CH2:56][O:57]3)[c:6]2[cH:7][cH:8][cH:9][cH:10][c:11]12. Starting materials: Fc1ccccc1CBr, O=C([O-])[O-], CCOC(C)=O, [K+], [K+], CN(C)C=O, O=c1cc(O)ccn1CCc1ccc(CO)cc1. The product is O=c1cc(OCc2ccccc2F)ccn1CCc1ccc(CO)cc1. As a reaction SMILES: [Br:19][CH2:20][c:21]1[c:22]([F:27])[cH:23][cH:24][cH:25][cH:26]1.[C:28](=[O:29])([O-:30])[O-:31].[CH3:39][CH2:40][O:41][C:42]([CH3:43])=[O:44].[K+:32].[K+:33].[O:34]=[CH:35][N:36]([CH3:37])[CH3:38].[OH:1][c:2]1[cH:3][c:4](=[O:18])[n:5]([CH2:8][CH2:9][c:10]2[cH:11][cH:12][c:13]([CH2:16][OH:17])[cH:14][cH:15]2)[cH:6][cH:7]1>>[O:1]([c:2]1[cH:3][c:4](=[O:18])[n:5]([CH2:8][CH2:9][c:10]2[cH:11][cH:12][c:13]([CH2:16][OH:17])[cH:14][cH:15]2)[cH:6][cH:7]1)[CH2:20][c:21]1[c:22]([F:27])[cH:23][cH:24][cH:25][cH:26]1. Starting materials: O (water), [OH-].[Li+] (Lithium hydroxide), ClC1=C(NC2=CC=C(C=C12)NC(=O)OC(C)(C)C)C(=O)OCC (ethyl 3-chloro-5-({[(1,1-dimethylethyl)oxy]carbonyl}amino)-1H-indole-2-carboxylate), CO (methanol). Run in C1CCOC1 (THF). Reaction conditions: time 8 hour. The product is ClC1=C(NC2=CC=C(C=C12)NC(=O)OC(C)(C)C)C(=O)O (3-chloro-5-({[(1,1-dimethylethyl)oxy]carbonyl}amino)-1H-indole-2-carboxylic acid). Yield: 102.2%. Reaction SMILES: [OH-].[Li+].[Cl:3][C:4]1[C:12]2[C:7](=[CH:8][CH:9]=[C:10]([NH:13][C:14]([O:16][C:17]([CH3:20])([CH3:19])[CH3:18])=[O:15])[CH:11]=2)[NH:6][C:5]=1[C:21]([O:23]CC)=[O:22].CO.O>C1COCC1>[Cl:3][C:4]1[C:12]2[C:7](=[CH:8][CH:9]=[C:10]([NH:13][C:14]([O:16][C:17]([CH3:20])([CH3:18])[CH3:19])=[O:15])[CH:11]=2)[NH:6][C:5]=1[C:21]([OH:23])=[O:22] |f:0.1|. Procedure details: Lithium hydroxide (0.032 g, 1.344 mmol) was added to a solution of ethyl 3-chloro-5-({[(1,1-dimethylethyl)oxy]carbonyl}amino)-1H-indole-2-carboxylate (0.059, 0.17 mmol) in THF:methanol:water/3:1:1 (3 mL). The mixture was stirred at room temperature overnight. The solvent was evaporated and the residue was dissolved in water, acidified with 1N aqueous HCl and extracted with ethyl acetate. The organic layer was dried over sodium sulfate and concentrated to give the title compound (0.054 g, ˜75% pu... The reactants are NC=1C=CC(=C(C1)C(=O)C1=C(C=C(C=C1)NC1=C(C=C(C=C1)F)F)Cl)C ((5-Amino-2-methyl-phenyl)-[2-chloro-4-(2,4-difluoro-phenylamino)-phenyl]-methanone), ClC1=C(C=CC(=C1)NC1=CC=C(C=C1)F)C(=O)C1=C(C=CC(=C1)[N+](=O)[O-])C ([2-Chloro-4-(4-fluoro-phenylamino)-phenyl]-(2-methyl-5-nitro-phenyl)-methanone). Yields the product NC=1C=CC(=C(C1)C(=O)C1=C(C=C(C=C1)NC1=CC=C(C=C1)F)Cl)C ((5-Amino-2-methyl-phenyl)-[2-chloro-4-(4-fluoro-phenylamino)-phenyl]-methanone). RXN SMILES: [NH2:1][C:2]1[CH:3]=[CH:4][C:5]([CH3:26])=[C:6]([C:8]([C:10]2[CH:15]=[CH:14][C:13]([NH:16][C:17]3[CH:22]=[CH:21][C:20]([F:23])=[CH:19][C:18]=3F)=[CH:12][C:11]=2[Cl:25])=[O:9])[CH:7]=1.ClC1C=C(NC2C=CC(F)=CC=2)C=CC=1C(C1C=C([N+]([O-])=O)C=CC=1C)=O>>[NH2:1][C:2]1[CH:3]=[CH:4][C:5]([CH3:26])=[C:6]([C:8]([C:10]2[CH:15]=[CH:14][C:13]([NH:16][C:17]3[CH:22]=[CH:21][C:20]([F:23])=[CH:19][CH:18]=3)=[CH:12][C:11]=2[Cl:25])=[O:9])[CH:7]=1. Procedure details: The reaction was carried out similarly as described in the preparation of compound 404, using compound 428 (19.2 mmol). The crude product was purified by flash chromatography using EtOAc/petroleum ether (40-60) 1:2 followed by 2:3 as the eluent to afford the title compound as solid. The reactants are CN(C)C=O, CO[Si](CCCCl)(OC)OC, [Na], S, [SiH4]. Yields the product CO[Si](CCCS)(OC)OC. Reaction SMILES: [CH3:15][N:16]([CH3:17])[CH:18]=[O:19].[Cl:3][CH2:4][CH2:5][CH2:6][Si:7]([O:8][CH3:9])([O:10][CH3:11])[O:12][CH3:13].[Na:2].[SH2:1].[SiH4:14]>>[SH:1][CH2:4][CH2:5][CH2:6][Si:7]([O:8][CH3:9])([O:10][CH3:11])[O:12][CH3:13].